From a dataset of the Open Reaction Database (ORD), a public repository of structured organic reaction records. describe an organic reaction: reactants, conditions, products, and yield Reactants: ClCCl, CC(C)(C)OC(=O)N1CCC(O)(c2ccc(F)c(C(F)(F)F)c2)CC1, [Na+], [OH-], O=C(O)C(F)(F)F. The product is OC1(c2ccc(F)c(C(F)(F)F)c2)CCNCC1. RXN SMILES: [CH2:35]([Cl:36])[Cl:37].[F:1][c:2]1[c:3]([C:22]([F:23])([F:24])[F:25])[cH:4][c:5]([C:8]2([OH:21])[CH2:9][CH2:10][N:11]([C:14]([O:15][C:16]([CH3:17])([CH3:18])[CH3:19])=[O:20])[CH2:12][CH2:13]2)[cH:6][cH:7]1.[Na+:34].[OH-:33].[OH:26][C:27]([C:28]([F:29])([F:30])[F:31])=[O:32]>>[F:1][c:2]1[c:3]([C:22]([F:23])([F:24])[F:25])[cH:4][c:5]([C:8]2([OH:21])[CH2:9][CH2:10][NH:11][CH2:12][CH2:13]2)[cH:6][cH:7]1. The reactants are CN(C=O)C (N,N-dimethylformamide), FC(=C(CCCCCS(=O)(=O)[O-])C)F (6,6-difluoro-5-methyl-5-hexenylmethanesulfonate), N1C=CC2=CC(=CC=C12)C(=O)O (1H-indole-5-carboxylic acid), C(O)([O-])=O.[Na+] (sodium hydrogencarbonate). The solvent is O (water). Reaction conditions: temperature 100 celsius, time 3 hour. Product: N1C=CC2=CC(=CC=C12)C(=O)OCCCCC(=C(F)F)C (6,6-difluoro-5-methyl-5-hexenyl 1H-indole-5-carboxylate). The yield is 92.1%. RXN SMILES: CN(C)C=O.[F:6][C:7]([F:19])=[C:8]([CH3:18])[CH2:9][CH2:10][CH2:11][CH2:12]CS([O-])(=O)=O.[NH:20]1[C:28]2[C:23](=[CH:24][C:25]([C:29]([OH:31])=[O:30])=[CH:26][CH:27]=2)[CH:22]=[CH:21]1.C(=O)([O-])O.[Na+]>O>[NH:20]1[C:28]2[C:23](=[CH:24][C:25]([C:29]([O:31][CH2:12][CH2:11][CH2:10][CH2:9][C:8]([CH3:18])=[C:7]([F:6])[F:19])=[O:30])=[CH:26][CH:27]=2)[CH:22]=[CH:21]1 |f:3.4|. Reported procedure: To 7 ml of N,N-dimethylformamide were dissolved 0.68 g (3.0 mmol) of 6,6-difluoro-5-methyl-5-hexenylmethanesulfonate and 0.58 g (3.6 mmol) of 1H-indole-5-carboxylic acid, followed by the addition of 0.75 g (8.9 mmol) of sodium hydrogencarbonate and stirring at 100° C. for 3 hours. The reaction liquid was then poured in water and extracted with diethyl ether. The organic layer was washed with water and a saturated saline solution in this order, followed by drying over anhydrous magnesium sulfate ...